describe an organic reaction: reactants, conditions, products, and yield From a dataset of the Open Reaction Database (ORD), a public repository of structured organic reaction records. Reactants: ClCCl, O=C1CCC(=O)N1Br, CC(C)(C)OC(=O)N1CCc2cc(O)c([N+](=O)[O-])cc2CC1. The product is CC(C)(C)OC(=O)N1CCc2cc([N+](=O)[O-])c(O)c(Br)c2CC1. Reaction SMILES: [Cl:31][CH2:32][Cl:33].[O:23]=[C:24]1[N:25]([Br:30])[C:26](=[O:27])[CH2:28][CH2:29]1.[OH:1][c:2]1[cH:3][c:4]2[c:5]([cH:18][c:19]1[N+:20](=[O:21])[O-:22])[CH2:6][CH2:7][N:8]([C:11](=[O:12])[O:13][C:14]([CH3:15])([CH3:16])[CH3:17])[CH2:9][CH2:10]2>>[OH:1][c:2]1[c:3]([Br:30])[c:4]2[c:5]([cH:18][c:19]1[N+:20](=[O:21])[O-:22])[CH2:6][CH2:7][N:8]([C:11](=[O:12])[O:13][C:14]([CH3:15])([CH3:16])[CH3:17])[CH2:9][CH2:10]2.